The task is: describe an organic reaction: reactants, conditions, products, and yield. This data is from the Open Reaction Database (ORD), a public repository of structured organic reaction records. Reactants: CC(C)(C)OC(=O)n1c(C(=O)N2CCOCC2)cc2cc(O)cnc21, OC1CCN(C2CC2)CC1, CC(C)OC(=O)N=NC(=O)OC(C)C, C1CCOC1, c1ccc(P(c2ccccc2)c2ccccc2)cc1. Yields the product CC(C)(C)OC(=O)n1c(C(=O)N2CCOCC2)cc2cc(OC3CCN(C4CC4)CC3)cnc21. RXN SMILES: [C:11]([CH3:12])([CH3:13])([CH3:14])[O:15][C:16](=[O:17])[n:18]1[c:19]([C:28](=[O:29])[N:30]2[CH2:31][CH2:32][O:33][CH2:34][CH2:35]2)[cH:20][c:21]2[c:22]1[n:23][cH:24][c:25]([OH:27])[cH:26]2.[CH:1]1([N:4]2[CH2:5][CH2:6][CH:7]([OH:10])[CH2:8][CH2:9]2)[CH2:2][CH2:3]1.[O:55]=[C:56]([O:57][CH:58]([CH3:59])[CH3:60])[N:61]=[N:62][C:63]([O:64][CH:65]([CH3:66])[CH3:67])=[O:68].[O:69]1[CH2:70][CH2:71][CH2:72][CH2:73]1.[c:36]1([P:37]([c:38]2[cH:39][cH:40][cH:41][cH:42][cH:43]2)[c:44]2[cH:45][cH:46][cH:47][cH:48][cH:49]2)[cH:50][cH:51][cH:52][cH:53][cH:54]1>>[CH:1]1([N:4]2[CH2:5][CH2:6][CH:7]([O:10][c:25]3[cH:24][n:23][c:22]4[n:18]([C:16]([O:15][C:11]([CH3:12])([CH3:13])[CH3:14])=[O:17])[c:19]([C:28](=[O:29])[N:30]5[CH2:31][CH2:32][O:33][CH2:34][CH2:35]5)[cH:20][c:21]4[cH:26]3)[CH2:8][CH2:9]2)[CH2:2][CH2:3]1. The reactants are BrC1=C(C=CC=C1)S (2-bromothiophenol), [OH-].[Na+] (sodium hydroxide), II (iodine). Run in CCOCC (ether), C(C)OCC (diethyl ether). The product is BrC1=C(C=CC=C1)SSC1=C(C=CC=C1)Br (2-bromophenyldisulfide). The yield is 86.3%. Reaction SMILES: [Br:1][C:2]1[CH:7]=[CH:6][CH:5]=[CH:4][C:3]=1[SH:8].[OH-].[Na+].II>C(OCC)C>[Br:1][C:2]1[CH:7]=[CH:6][CH:5]=[CH:4][C:3]=1[S:8][S:8][C:3]1[CH:4]=[CH:5][CH:6]=[CH:7][C:2]=1[Br:1] |f:1.2|. Procedure: To a mixture of 2-bromothiophenol (20.0 g, 106 mmol) and 2N sodium hydroxide solution (100 mL) in diethyl ether (400 mL) was added solid iodine (13.4 g, 53.0 mmol) in portions. The mixture was stirred at room temperature for 1 hour at which time the ether layer was separated. The aqueous layer was extracted with a fresh portion of ether and the combined ether layers were washed once with water, once with a saturated sodium chloride solution, dried over sodium sulfate, filtered, and concentrated ... Reactants: ClCCCCN1SN2CCCC3=CC=CC1=C23 (1-(4-Chlorobutyl)-5,6-dihydro(1H,4H)-1,2,5-thiadiazolo[4,3,2-ij]quinoline), BrCCCCCl (1-bromo-4-chlorobutane), N1S(N2CCCC3=CC=CC1=C23)(=O)=O (5,6-dihydro(1H,4H)-1,2,5-thiadiazolo[4,3,2-ij]quinoline 2,2-dioxide), [H-].[Na+] (sodium hydride). Solvent: CN(C=O)C (N,N-dimethylformamide), CN(C=O)C (N,N-dimethylformamide), CN(C=O)C (N,N-dimethylformamide), O (water), C(C)(=O)OCC (ethyl acetate). Reaction conditions: time 30 minute. The product is ClCCCCN1S(N2CCCC3=CC=CC1=C23)(=O)=O (1-(4-chlorobutyl)-5,6-dihydro-(1H,4H)-1,2,5-thiadiazolo[4,3,2-ij]quinoline 2,2-dioxide). Reaction SMILES: [Cl:1][CH2:2][CH2:3][CH2:4][CH2:5]N1C2=C3C(=CC=C2)CCCN3S1.[NH:18]1[C:28]2=[C:29]3[C:24](=[CH:25][CH:26]=[CH:27]2)[CH2:23][CH2:22][CH2:21][N:20]3[S:19]1(=[O:31])=[O:30].[H-].[Na+].BrCCCCCl>CN(C)C=O.O.C(OCC)(=O)C>[Cl:1][CH2:2][CH2:3][CH2:4][CH2:5][N:18]1[C:28]2=[C:29]3[C:24](=[CH:25][CH:26]=[CH:27]2)[CH2:23][CH2:22][CH2:21][N:20]3[S:19]1(=[O:30])=[O:31] |f:2.3|. Reported procedure: 1-(4-Chlorobutyl)-5,6-dihydro(1H,4H)-1,2,5-thiadiazolo[4,3,2-ij]quinoline can be prepared as follows: a solution of 5,6-dihydro(1H,4H)-1,2,5-thiadiazolo[4,3,2-ij]quinoline 2,2-dioxide (4 g) in dry N,N-dimethylformamide (20 cc) is added dropwise to a suspension of sodium hydride (0.69 g, 80% suspension in oil) in N,N-dimethylformamide (20 cc). After 30 minutes' stirring, a solution of 1-bromo-4-chlorobutane (3.93 g) in N,N-dimethylformamide (20 cc) is added. The reaction mixture is stirred at 20°... Reactants: ON=C(C(=O)OCC)CC1=CNC2=CC(=CC(=C12)Cl)Cl (ethyl 2-(hydroxyimino)-3-(4,6-dichloro-3-indolyl)propanoate), C(O)([O-])=O.[Na+] (sodium hydrogen carbonate). The reagents and catalysts are [Zn] (zinc). Run in C(C)(=O)O (acetic acid), C(C)(=O)OCC (ethyl acetate). Reaction conditions: time 72 hour. Yields the product C(C)OC([C@@H](N)CC1=CNC2=CC(=CC(=C12)Cl)Cl)=O (4,6,Dichlorotryptophan ethyl ester). Yield: 92.8%. Reaction SMILES: O[N:2]=[C:3]([CH2:9][C:10]1[C:18]2[C:13](=[CH:14][C:15]([Cl:20])=[CH:16][C:17]=2[Cl:19])[NH:12][CH:11]=1)[C:4]([O:6][CH2:7][CH3:8])=[O:5].C(=O)([O-])O.[Na+]>C(O)(=O)C.C(OCC)(=O)C.[Zn]>[CH2:7]([O:6][C:4](=[O:5])[C@H:3]([CH2:9][C:10]1[C:18]2[C:13](=[CH:14][C:15]([Cl:20])=[CH:16][C:17]=2[Cl:19])[NH:12][CH:11]=1)[NH2:2])[CH3:8] |f:1.2|. Reported procedure: Dissolve ethyl 2-(hydroxyimino)-3-(4,6-dichloro-3-indolyl)propanoate (1.10 g, 3.65 mmol) in acetic acid (200 mL) and add activated zinc dust (1.25 g, 19.2 mmol). Stir at room temperature for 72 hours. Evaporate the acetic acid in vacuo to give a white oil. Take the white oil up in ethyl acetate (200 mL) and treat with saturated sodium hydrogen carbonate (500 mL). Filter the resulting white precipitate and separate the organic phase. Wash with saturated sodium hydrogen carbonate (100 mL) and brin... Starting materials: O=C(O)CC(=O)O, CCN(CC)C(C)=O, CCO, CCCCCCCC(=O)c1ccc(CCI)cc1. Product: CCCCCCCC(=O)c1ccc(CCOC(=O)CC(=O)O)cc1, CCN(CC)C(C)=O. RXN SMILES: [C:1]([CH2:2][C:3](=[O:4])[OH:5])(=[O:6])[OH:7].[C:8]([CH3:9])(=[O:10])[N:11]([CH2:12][CH3:13])[CH2:14][CH3:15].[CH3:34][CH2:35][OH:36].[I:16][CH2:17][CH2:18][c:19]1[cH:20][cH:21][c:22]([C:25]([CH2:26][CH2:27][CH2:28][CH2:29][CH2:30][CH2:31][CH3:32])=[O:33])[cH:23][cH:24]1>>[C:1]([CH2:2][C:3](=[O:4])[OH:5])(=[O:6])[O:7][CH2:17][CH2:18][c:19]1[cH:20][cH:21][c:22]([C:25]([CH2:26][CH2:27][CH2:28][CH2:29][CH2:30][CH2:31][CH3:32])=[O:33])[cH:23][cH:24]1.[C:8]([CH3:9])(=[O:10])[N:11]([CH2:12][CH3:13])[CH2:14][CH3:15].